This data is from the Open Reaction Database (ORD), a public repository of structured organic reaction records. The task is: describe an organic reaction: reactants, conditions, products, and yield Reactants: Brc1cnc2nc(N3CCOCC3)nn2c1, C#Cc1ccccc1. The product is C(#Cc1cnc2nc(N3CCOCC3)nn2c1)c1ccccc1. As a reaction SMILES: [Br:1][c:2]1[cH:3][n:4][c:5]2[n:6]([cH:7]1)[n:8][c:9]([N:11]1[CH2:12][CH2:13][O:14][CH2:15][CH2:16]1)[n:10]2.[c:17]1([C:23]#[CH:24])[cH:18][cH:19][cH:20][cH:21][cH:22]1>>[c:2]1([C:24]#[C:23][c:17]2[cH:18][cH:19][cH:20][cH:21][cH:22]2)[cH:3][n:4][c:5]2[n:6]([cH:7]1)[n:8][c:9]([N:11]1[CH2:12][CH2:13][O:14][CH2:15][CH2:16]1)[n:10]2. The product is C(C1=CC=CC=C1)N[C@@H](CCCCNC(=O)OC(C)(C)C)C(=O)O (Benzyl Nε-(t-butoxycarbonyl)-L-lysine). Reaction SMILES: [CH2:1]([N:8](C(OCC1C2C=CC=CC=2C2C1=CC=CC=2)=O)[C@H:9]([C:22]([OH:24])=[O:23])[CH2:10][CH2:11][CH2:12][CH2:13][NH:14][C:15]([O:17][C:18]([CH3:21])([CH3:20])[CH3:19])=[O:16])[C:2]1[CH:7]=[CH:6][CH:5]=[CH:4][CH:3]=1.N1CCCCC1.CN(C=O)C>>[CH2:1]([NH:8][C@H:9]([C:22]([OH:24])=[O:23])[CH2:10][CH2:11][CH2:12][CH2:13][NH:14][C:15]([O:17][C:18]([CH3:20])([CH3:21])[CH3:19])=[O:16])[C:2]1[CH:3]=[CH:4][CH:5]=[CH:6][CH:7]=1 |f:1.2|. Procedure details: Fmoc protected amino acid 48 (1.0 g, 1.79 mmol) was treated with a solution of piperidine/DMF (9 mL, 5% v/v) and stirred for 20 min then concentrated to dryness and used directly in the next step. Conditions: time 20 minute. The reactants are C(C1=CC=CC=C1)N([C@@H](CCCCNC(=O)OC(C)(C)C)C(=O)O)C(=O)OCC1C2=CC=CC=C2C=2C=CC=CC12 (Benzyl Nα-(9-fluorenylmethoxycarbonyl)-Nε-(t-butoxycarbonyl)-L-lysine), N1CCCCC1.CN(C)C=O (piperidine DMF). Reactants: C(C)(C)(C)OC([C@@H](N=CC1=CC=CC=C1)C)=O (N-(phenylmethylene)alanine t-butyl ester), S1C=C(C=C1)C1=CC=C(C=C1)CBr (4-(3-thienyl)phenylmethyl bromide), N1=CC=CC=C1 (pyridine), [OH-].[K+] (potassium hydroxide), C([O-])([O-])=O.[K+].[K+] (potassium carbonate). Run in C(Cl)Cl (methylene chloride). Reaction conditions: time 2 day. Product: S1C=C(C=C1)C1=CC=C(C=C1)C[C@H](N)C(=O)O (3-[4-(3-thienyl)phenyl]alanine). As a reaction SMILES: C([O:5][C:6](=[O:17])[C@H:7](C)[N:8]=CC1C=CC=CC=1)(C)(C)C.[S:18]1[CH:22]=[CH:21][C:20]([C:23]2[CH:28]=[CH:27][C:26]([CH2:29]Br)=[CH:25][CH:24]=2)=[CH:19]1.N1C=CC=CC=1.[OH-].[K+].C(=O)([O-])[O-].[K+].[K+]>C(Cl)Cl>[S:18]1[CH:22]=[CH:21][C:20]([C:23]2[CH:28]=[CH:27][C:26]([CH2:29][C@@H:7]([C:6]([OH:17])=[O:5])[NH2:8])=[CH:25][CH:24]=2)=[CH:19]1 |f:3.4,5.6.7|. Procedure details: To a solution of N-(phenylmethylene)alanine t-butyl ester (210 mg, 0.90 mmol), 4-(3-thienyl)phenylmethyl bromide (250 mg, 0.99 mmol), and pyridine (7 ml, 0.09 mmol) in methylene chloride (1.8 ml) are added potassium hydroxide (505 mg, 9.0 mmol) and potassium carbonate (1.24 g, 9.0 mmol). The mixture is stirred at room temperature for 2 days, then filtered and washed with methylene chloride. The filtrate and washings are concentrated in vacuo to give a crude 3-[4-(3-thienyl)phenyl]alanine as a ye... Reactants: CS(C)=O, NCCCc1c[nH]c2ccc(F)cc12, O, ClCCOc1cccc2ccoc12. Product: Fc1ccc2[nH]cc(CCCNCCOc3cccc4ccoc34)c2c1. As a reaction SMILES: [CH3:29][S:30]([CH3:31])=[O:32].[F:14][c:15]1[cH:16][c:17]2[c:18]([CH2:24][CH2:25][CH2:26][NH2:27])[cH:19][nH:20][c:21]2[cH:22][cH:23]1.[OH2:28].[o:1]1[cH:2][cH:3][c:4]2[c:5]1[c:6]([O:10][CH2:11][CH2:12][Cl:13])[cH:7][cH:8][cH:9]2>>[o:1]1[cH:2][cH:3][c:4]2[c:5]1[c:6]([O:10][CH2:11][CH2:12][NH:27][CH2:26][CH2:25][CH2:24][c:18]1[c:17]3[cH:16][c:15]([F:14])[cH:23][cH:22][c:21]3[nH:20][cH:19]1)[cH:7][cH:8][cH:9]2. Conditions: time 6 hour. Product: C(C=C)C1(C2=CC=CC=C2C=2C=CC=CC12)C\C=C\C (9-allyl-9-((2E)-2-butenyl)-fluorene). Solvent: CCCCCC (hexane), O (Water). Procedure details: There were put 2.5 g of 9-allylfluorene and 31.3 mL of dry tetrahydrofuran manufactured by Kanto Chemical Co., Inc. in a 100 mL-three necked flask. There were added dropwise thereto at 0° C. over 30 minutes 9 mL of a hexane solution of n-butyllithium (concentration: 1.6 M) manufactured by Kanto Chemical Co., Inc. The resultant mixture was stirred for 2 hours at room temperature, and then 1.4 mL of trans-crotyl chloride manufactured by Aldrich Chemical Company was added dropwise thereto at 0° C. ... As a reaction SMILES: [CH2:1]([CH:4]1[C:16]2[CH:15]=[CH:14][CH:13]=[CH:12][C:11]=2[C:10]2[C:5]1=[CH:6][CH:7]=[CH:8][CH:9]=2)[CH:2]=[CH2:3].O1[CH2:21][CH2:20][CH2:19][CH2:18]1.C([Li])CCC.C(Cl)/C=C/C>O.CCCCCC>[CH2:1]([C:4]1([CH2:18]/[CH:19]=[CH:20]/[CH3:21])[C:5]2[CH:6]=[CH:7][CH:8]=[CH:9][C:10]=2[C:11]2[C:16]1=[CH:15][CH:14]=[CH:13][CH:12]=2)[CH:2]=[CH2:3]. Reactants: C(C=C)C1C2=CC=CC=C2C=2C=CC=CC12 (9-allylfluorene), resultant mixture, C(\C=C\C)Cl (trans-crotyl chloride), O1CCCC1 (tetrahydrofuran), C(CCC)[Li] (n-butyllithium).